Dataset: the Open Reaction Database (ORD), a public repository of structured organic reaction records. Task: describe an organic reaction: reactants, conditions, products, and yield The reactants are CC1(C(C1C=CC(=O)OC1CCC1)C(=O)O)C (2,2-dimethyl-3-(3-cyclobutoxy-3-oxo-1-propenyl)-cyclopropane-carboxylic acid), 2,2-dimethyl 3-(3-isobutoxy 3-oxo 1-propenyl) cyclopropane-1-carboxylate, C1(=CC=C(C=C1)S(=O)(=O)O)C (paratoluene sulphonic acid). The solvent is C1(=CC=CC=C1)C (toluene). Yields the product CC1(C(C1C=CC(=O)OCC(C)C)C(=O)O)C (2,2-dimethyl 3-(3-isobutoxy 3-oxo-1-propenyl) cyclopropane-1-carboxylic acid). Reaction SMILES: [CH3:1][C:2]1([CH3:17])[CH:4]([CH:5]=[CH:6][C:7]([O:9][CH:10]2[CH2:13][CH2:12]C2)=[O:8])[CH:3]1[C:14]([OH:16])=[O:15].[C:18]1(C)C=CC(S(O)(=O)=O)=CC=1>C1(C)C=CC=CC=1>[CH3:17][C:2]1([CH3:1])[CH:4]([CH:5]=[CH:6][C:7]([O:9][CH2:10][CH:13]([CH3:12])[CH3:18])=[O:8])[CH:3]1[C:14]([OH:16])=[O:15]. Procedure details: Into 20 cm3 of toluene are introduced 2.1 g of tertbutyl (1R cis, ΔZ) 2,2-dimethyl 3-(3-isobutoxy 3-oxo 1-propenyl) cyclopropane-1-carboxylate and 0.1 g of paratoluene sulphonic acid, the whole is taken to reflux and maintained there for 20 minutes, concentrated to dryness by distillation under reduced pressure and chromatographed on silica eluting with a mixture of hexane and ethyl acetate (7:3) containing 1% of acetic acid and 1.53 g of (1R cis, ΔZ) 2,2-dimethyl 3-(3-isobutoxy 3-oxo-1-propenyl... Reactants: [N+](=O)([O-])C1=CC=C(CCl)C=C1 (p-nitrobenzyl chloride), C(C1=CC=CC=C1)C(C(=O)OCC)C(=O)OCC (diethyl benzylmalonate), [H-].[Na+] (NaH). The solvent is CN(C=O)C (N,N-dimethylformamide). Run at time 2 day. Product: C(C1=CC=CC=C1)C(C(=O)OCC)(C(=O)OCC)CC1=CC=C(C=C1)[N+](=O)[O-] (diethyl benzyl-4-nitrobenzylmalonate). Yield: 71.2%. Reaction SMILES: [N+:1]([C:4]1[CH:11]=[CH:10][C:7]([CH2:8]Cl)=[CH:6][CH:5]=1)([O-:3])=[O:2].[CH2:12]([CH:19]([C:25]([O:27][CH2:28][CH3:29])=[O:26])[C:20]([O:22][CH2:23][CH3:24])=[O:21])[C:13]1[CH:18]=[CH:17][CH:16]=[CH:15][CH:14]=1.[H-].[Na+]>CN(C)C=O>[CH2:12]([C:19]([CH2:8][C:7]1[CH:10]=[CH:11][C:4]([N+:1]([O-:3])=[O:2])=[CH:5][CH:6]=1)([C:20]([O:22][CH2:23][CH3:24])=[O:21])[C:25]([O:27][CH2:28][CH3:29])=[O:26])[C:13]1[CH:18]=[CH:17][CH:16]=[CH:15][CH:14]=1 |f:2.3|. Reported procedure: To a stirred solution of p-nitrobenzyl chloride (15 g) and diethyl benzylmalonate (22 g) in N,N-dimethylformamide (150 ml) was added NaH (60% in oil, 3.8 g). After stirring at room temperature for 2 days, the reaction mixture was concentrated under reduced pressure and the residue was suspended in ethyl acetate. The ethyl acetate layer was washed with aqueous citric acid solution, water, saturasted aqueous sodium hydrogen carbonate solution and brine, and dried (MgSO4). The organic solvent was e...